This data is from the Open Reaction Database (ORD), a public repository of structured organic reaction records. The task is: describe an organic reaction: reactants, conditions, products, and yield The solvent is C1CCOC1 (THF), C(Cl)(Cl)Cl (CHCl3). Product: ClC=1C=C(O[C@@H](CCN2CCC(CC2)C=2C=C(C=CC2)NC(C(C)C)=O)C2=CC=CC=C2)C=CC1 (N-(3-{1-[(3S)-3-(3-CHLOROPHENOXY)-3-PHENYLPROPYL]-4-PIPERIDINYL}PHENYL)-2-METHYLPROPANAMIDE). Reported procedure: A mixture of N-(3-{1-[(3R)-3-hydroxy-3-phenylpropyl]-4-piperidinyl}phenyl)-2-methylpropanamide (9.53 mg, 0.0250 mmol), 3-chlorophenol (6.40 mg, 0.050 mmol), triphenylphosphine (9.80 mg, 0.0375 mmol) and diethyl azodicarboxylate (5.22 mg, 0.0300 mmol) in THF (1.0 mL) was stirred at room temperature for 3 days. Chromatography using silica preparative TLC plates [2.5% of NH3 (2.0 M in methanol) in CHCl3] gave the desired product (4.9 mg, 40.0% yield) as a thick oil: 1H NMR (400 MHz, CDCl3) δ 7.39 (... Run at time 3 day. RXN SMILES: [OH:1][C@@H:2]([C:23]1[CH:28]=[CH:27][CH:26]=[CH:25][CH:24]=1)[CH2:3][CH2:4][N:5]1[CH2:10][CH2:9][CH:8]([C:11]2[CH:12]=[C:13]([NH:17][C:18](=[O:22])[CH:19]([CH3:21])[CH3:20])[CH:14]=[CH:15][CH:16]=2)[CH2:7][CH2:6]1.[Cl:29][C:30]1[CH:31]=[C:32](O)[CH:33]=[CH:34][CH:35]=1.C1(P(C2C=CC=CC=2)C2C=CC=CC=2)C=CC=CC=1.N(C(OCC)=O)=NC(OCC)=O.N>C1COCC1.C(Cl)(Cl)Cl>[Cl:29][C:30]1[CH:35]=[C:34]([CH:33]=[CH:32][CH:31]=1)[O:1][C@H:2]([C:23]1[CH:24]=[CH:25][CH:26]=[CH:27][CH:28]=1)[CH2:3][CH2:4][N:5]1[CH2:10][CH2:9][CH:8]([C:11]2[CH:12]=[C:13]([NH:17][C:18](=[O:22])[CH:19]([CH3:21])[CH3:20])[CH:14]=[CH:15][CH:16]=2)[CH2:7][CH2:6]1. Reactants: O[C@H](CCN1CCC(CC1)C=1C=C(C=CC1)NC(C(C)C)=O)C1=CC=CC=C1 (N-(3-{1-[(3R)-3-hydroxy-3-phenylpropyl]-4-piperidinyl}phenyl)-2-methylpropanamide), ClC=1C=C(C=CC1)O (3-chlorophenol), C1(=CC=CC=C1)P(C1=CC=CC=C1)C1=CC=CC=C1 (triphenylphosphine), N(=NC(=O)OCC)C(=O)OCC (diethyl azodicarboxylate), N (NH3). Yield: 39.9%.